Dataset: the Open Reaction Database (ORD), a public repository of structured organic reaction records. Task: describe an organic reaction: reactants, conditions, products, and yield The reactants are [Cl-].O1C(CCCC1)=C[P+](C1=CC=CC=C1)(C1=CC=CC=C1)C1=CC=CC=C1 ([(tetrahydro-2H-pyran-2-ylidene)methyl] triphenylphosphonium chloride), CC1=CC=C(C=O)C=C1 (4-methylbenzaldehyde). Run in C=1(C(=CC=CC1)C)C (xylene). Product: CC1=CC=C(C=C1)C=CC(CCCCCl)=O (1-(4-methylphenyl)-7-chloro-1-hepten-3-one). RXN SMILES: [Cl-:1].[O:2]1[CH2:7][CH2:6][CH2:5][CH2:4][C:3]1=[CH:8][P+](C1C=CC=CC=1)(C1C=CC=CC=1)C1C=CC=CC=1.[CH3:28][C:29]1[CH:36]=[CH:35][C:32]([CH:33]=O)=[CH:31][CH:30]=1>C1(C)C(C)=CC=CC=1>[CH3:28][C:29]1[CH:36]=[CH:35][C:32]([CH:33]=[CH:8][C:3](=[O:2])[CH2:4][CH2:5][CH2:6][CH2:7][Cl:1])=[CH:31][CH:30]=1 |f:0.1|. Reported procedure: 2 parts of [(tetrahydro-2H-pyran-2-ylidene)methyl] triphenylphosphonium chloride and 0.82 part of 4-methylbenzaldehyde were combined in 45 parts of xylene. This suspension was maintained under a nitrogen atmosphere and was refluxed for 4.5 hours to produce a clear solution. After the solution was cooled to room temperature, the xylene was removed at a temperature of about 40° C., under reduced pressure to yield a product mixture. This mixture was separated chromatographically on a silica column ... Starting materials: C(C)(C)(C)OC(=O)N1[C@H](CCC1)COC=1C(=NC=CC1)C(=O)OCC ((R)-ethyl 3-((1-(tert-butoxycarbonyl)pyrrolidin-2-yl)methoxy)picolinate), FC(C(=O)O)(F)F (trifluoroacetic acid). Run in ClCCl (dichloromethane). Conditions: time 8 hour. Product: FC(C(=O)O)(F)F.FC(C(=O)O)(F)F.N1[C@H](CCC1)COC=1C(=NC=CC1)C(=O)OCC ((R)-ethyl 3-(pyrrolidin-2-ylmethoxy)picolinate bis(trifluoroacetic acid) salt). As a reaction SMILES: C(OC([N:8]1[CH2:12][CH2:11][CH2:10][C@@H:9]1[CH2:13][O:14][C:15]1[C:16]([C:21]([O:23][CH2:24][CH3:25])=[O:22])=[N:17][CH:18]=[CH:19][CH:20]=1)=O)(C)(C)C.[F:26][C:27]([F:32])([F:31])[C:28]([OH:30])=[O:29]>ClCCl>[F:26][C:27]([F:32])([F:31])[C:28]([OH:30])=[O:29].[F:26][C:27]([F:32])([F:31])[C:28]([OH:30])=[O:29].[NH:8]1[CH2:12][CH2:11][CH2:10][C@@H:9]1[CH2:13][O:14][C:15]1[C:16]([C:21]([O:23][CH2:24][CH3:25])=[O:22])=[N:17][CH:18]=[CH:19][CH:20]=1 |f:3.4.5|. Reported procedure: To a solution of (R)-ethyl 3-((1-(tert-butoxycarbonyl)pyrrolidin-2-yl)methoxy)picolinate (1.00 g, 285 mmol, EXAMPLE 33 Step 1) in dichloromethane (10 mL) was added trifluoroacetic acid (3 mL) at room temperature. After being stirred at room temperature for 8 h, the volatile was evaporated to afford 1.36 g (quant.) of the title compound that was used directly in the next step without further purification. Starting materials: C(C)(=O)NCCN1C=NC2=C1C=CC(=C2)C=2C=CC(NN2)=O (6-[1-(2-acetylaminoethyl)benzimidazol-5-yl]-3(2H)-pyridazinone), Cl (hydrochloric acid). Run in [OH-].[Na+] (sodium hydroxide). Yields the product NCCN1C=NC2=C1C=CC(=C2)C=2C=CC(NN2)=O (6-[1-(2-Aminoethyl)benzimidazol-5-yl]-3(2H)-pyridazinone). The yield is 99.0%. RXN SMILES: C([NH:4][CH2:5][CH2:6][N:7]1[C:11]2[CH:12]=[CH:13][C:14]([C:16]3[CH:17]=[CH:18][C:19](=[O:22])[NH:20][N:21]=3)=[CH:15][C:10]=2[N:9]=[CH:8]1)(=O)C.Cl>[OH-].[Na+]>[NH2:4][CH2:5][CH2:6][N:7]1[C:11]2[CH:12]=[CH:13][C:14]([C:16]3[CH:17]=[CH:18][C:19](=[O:22])[NH:20][N:21]=3)=[CH:15][C:10]=2[N:9]=[CH:8]1 |f:2.3|. Reported procedure: 8.0 g (26.0 mmol) of 6-[1-(2-acetylaminoethyl)benzimidazol-5-yl]-3(2H)-pyridazinone are refluxed for 4 hours in 80 ml of 5N sodium hydroxide solution. After cooling the mixture is adjusted to pH 8-9 with concentrated hydrochloric acid, the product precipitated is suction filtered and dried in a vacuum drying cupboard. The crude product obtained is used again without any further purification. Starting materials: ClC1=C(C=CC(=C1)S(=O)(=O)C)C1=CC=C(C=C1)[C@@H](C(F)(F)F)N[C@@H](CC(C)(C)F)C(=O)OCC (ethyl N-{(1S)-1-[2′-chloro-4′-(methylsulfonyl)biphenyl-4-yl]-2,2,2-trifluoroethyl}-4-fluoro-L-leucinate), O1CCCC1 (tetrahydrofuran), O (water), [OH-].[Li+] (Lithium Hydroxide), NaH2PO4. The solvent is C(C)O (ethanol), [Cl-].[Na+].O (brine). Run at time 64 hour. Product: ClC1=C(C=CC(=C1)S(=O)(=O)C)C1=CC=C(C=C1)[C@@H](C(F)(F)F)N[C@@H](CC(C)(C)F)C(=O)O (N-{(1S)-1-[2′-chloro-4′-(methylsulfonyl)biphenyl-4-yl]-2,2,2-trifluoroethyl}-4-fluoro-L-leucine). As a reaction SMILES: [Cl:1][C:2]1[CH:7]=[C:6]([S:8]([CH3:11])(=[O:10])=[O:9])[CH:5]=[CH:4][C:3]=1[C:12]1[CH:17]=[CH:16][C:15]([C@H:18]([NH:23][C@H:24]([C:30]([O:32]CC)=[O:31])[CH2:25][C:26]([F:29])([CH3:28])[CH3:27])[C:19]([F:22])([F:21])[F:20])=[CH:14][CH:13]=1.O1CCCC1.O.[OH-].[Li+]>[Cl-].[Na+].O.C(O)C>[Cl:1][C:2]1[CH:7]=[C:6]([S:8]([CH3:11])(=[O:10])=[O:9])[CH:5]=[CH:4][C:3]=1[C:12]1[CH:17]=[CH:16][C:15]([C@H:18]([NH:23][C@H:24]([C:30]([OH:32])=[O:31])[CH2:25][C:26]([F:29])([CH3:28])[CH3:27])[C:19]([F:21])([F:22])[F:20])=[CH:14][CH:13]=1 |f:3.4,5.6.7|. Procedure: To a solution of ethyl N-{(1S)-1-[2′-chloro-4′-(methylsulfonyl)biphenyl-4-yl]-2,2,2-trifluoroethyl}-4-fluoro-L-leucinate in a 3:1:1 mixture (0.1 M) of tetrahydrofuran, water and ethanol was added solid Lithium Hydroxide. The reaction was stirred for 64 h at room temperature and heated for one hour at 38° C. after which TLC analysis indicated disappearance of starting material. The reaction was cooled and treated with aqueous pH 5 NaH2PO4 solution and brine and then 1N aqueous HCL until pH 2. The... Starting materials: COCOC1=CC=C(N)C=C1 (4-methoxymethyloxyaniline), ClC1=NC=CC=C1[N+](=O)[O-] (2-chloro-3-nitropyridine), C([O-])([O-])=O.[K+].[K+] (potassium carbonate). Run in CN(C=O)C (dimethylformamide). Reaction conditions: temperature 100 celsius, time 4 hour. The product is COCOC1=CC=C(C=C1)NC1=NC=CC=C1[N+](=O)[O-] (2-[(4-methoxymethyloxyphenyl)amino]-3-nitropyridine). Isolated yield 71.8%. RXN SMILES: [CH3:1][O:2][CH2:3][O:4][C:5]1[CH:11]=[CH:10][C:8]([NH2:9])=[CH:7][CH:6]=1.Cl[C:13]1[C:18]([N+:19]([O-:21])=[O:20])=[CH:17][CH:16]=[CH:15][N:14]=1.C(=O)([O-])[O-].[K+].[K+]>CN(C)C=O>[CH3:1][O:2][CH2:3][O:4][C:5]1[CH:11]=[CH:10][C:8]([NH:9][C:13]2[C:18]([N+:19]([O-:21])=[O:20])=[CH:17][CH:16]=[CH:15][N:14]=2)=[CH:7][CH:6]=1 |f:2.3.4|. Procedure details: 8.4 g (54.8 mmol) of 4-methoxymethyloxyaniline and 7.5 g (49 mmol) of 2-chloro-3-nitropyridine were dissolved in 35 ml of dimethylformamide. 7.6 g (55 mmol) of anhydrous potassium carbonate was added to the solution. The resulting solution was heated under stirring at 100° C. for 4 h. The reaction liquid was cooled to room temperature and an insoluble matter thus formed was removed by filtration. The solvent was distilled off under reduced pressure and the residue was dissolved in ethyl acetate.... The reactants are Cl.NC(C#CC(C)OC)(C)C (5-Amino-2-methoxy-5-methylhex-3-yne hydrochloride), ClC=1C=C(C=NC1)OC(C(=O)O)CC (2-(5-chloro-3-pyridyloxy)butyric acid). The product is ClC=1C=C(C=NC1)OC(C(=O)NC(C#CC(C)OC)(C)C)CC (2-(5-chloro-3-pyridyloxy)-N-(2-methoxy-5-methylhex-3-yn-5-yl)butyramide). RXN SMILES: Cl.[NH2:2][C:3]([CH3:11])([CH3:10])[C:4]#[C:5][CH:6]([O:8][CH3:9])[CH3:7].[Cl:12][C:13]1[CH:14]=[C:15]([O:19][CH:20]([CH2:24][CH3:25])[C:21](O)=[O:22])[CH:16]=[N:17][CH:18]=1>>[Cl:12][C:13]1[CH:14]=[C:15]([O:19][CH:20]([CH2:24][CH3:25])[C:21]([NH:2][C:3]([CH3:11])([CH3:10])[C:4]#[C:5][CH:6]([O:8][CH3:9])[CH3:7])=[O:22])[CH:16]=[N:17][CH:18]=1 |f:0.1|. Reported procedure: 5-Amino-2-methoxy-5-methylhex-3-yne hydrochloride was reacted with 2-(5-chloro-3-pyridyloxy)butyric acid in a similar procedure to Example 1, Stage 3 to give 2-(5-chloro-3-pyridyloxy)-N-(2-methoxy-5-methylhex-3-yn-5-yl)butyramide as a yellow oil. Starting materials: NC1=CC=C(C(=O)CC#N)C=C1 (p-aminobenzoylacetonitrile), BrCCCCCCCCCCCCCCCC (1-bromohexadecane), C([O-])([O-])=O.[K+].[K+] (potassium carbonate). Run in CN(P(=O)(N(C)C)N(C)C)C (hexamethylphosphoramide). Reaction conditions: temperature 80 celsius. Yields the product C(CCCCCCCCCCCCCCC)NC1=CC=C(C(=O)CC#N)C=C1 (4-hexadecylaminobenzoylacetonitrile). RXN SMILES: [NH2:1][C:2]1[CH:12]=[CH:11][C:5]([C:6]([CH2:8][C:9]#[N:10])=[O:7])=[CH:4][CH:3]=1.Br[CH2:14][CH2:15][CH2:16][CH2:17][CH2:18][CH2:19][CH2:20][CH2:21][CH2:22][CH2:23][CH2:24][CH2:25][CH2:26][CH2:27][CH2:28][CH3:29].C(=O)([O-])[O-].[K+].[K+]>CN(C)P(N(C)C)(N(C)C)=O>[CH2:29]([NH:1][C:2]1[CH:3]=[CH:4][C:5]([C:6]([CH2:8][C:9]#[N:10])=[O:7])=[CH:11][CH:12]=1)[CH2:28][CH2:27][CH2:26][CH2:25][CH2:24][CH2:23][CH2:22][CH2:21][CH2:20][CH2:19][CH2:18][CH2:17][CH2:16][CH2:15][CH3:14] |f:2.3.4|. Reported procedure: A mixture of p-aminobenzoylacetonitrile, 1-bromohexadecane, potassium carbonate and hexamethylphosphoramide is heated to 80° C. for 20 hours and worked up as in Example 1, providing 4-hexadecylaminobenzoylacetonitrile. This material is dissolved in isopropanol and treated with an excess of sodium borohydride. After stirring at room temperature for 3 hours, the solution is concentrated, diluted with water and extracted with chloroform. The chloroform extract yields the crude carbinol which is hea... Starting materials: O=C([O-])[O-], ClCCl, CN(C)C=O, [Cs+], [Cs+], CN1CCN(c2ncc(NC=C3C(=O)NC(=O)c4ccc(I)cc43)cn2)CC1, O=C(C=Cc1ccccc1)C=Cc1ccccc1, O=C(C=Cc1ccccc1)C=Cc1ccccc1, O=C(C=Cc1ccccc1)C=Cc1ccccc1, [Pd], [Pd], OB(O)c1ccoc1. The product is CN1CCN(c2ncc(NC=C3C(=O)NC(=O)c4ccc(-c5ccoc5)cc43)cn2)CC1. As a reaction SMILES: [C:37](=[O:38])([O-:39])[O-:40].[CH2:48]([Cl:49])[Cl:50].[CH3:43][N:44]([CH3:45])[CH:46]=[O:47].[Cs+:41].[Cs+:42].[I:1][c:2]1[cH:3][c:4]2[c:9]([cH:10][cH:11]1)[C:8](=[O:12])[NH:7][C:6](=[O:13])[C:5]2=[CH:14][NH:15][c:16]1[cH:17][n:18][c:19]([N:22]2[CH2:23][CH2:24][N:25]([CH3:28])[CH2:26][CH2:27]2)[n:20][cH:21]1.[O:53]=[C:54]([CH:55]=[CH:56][c:57]1[cH:58][cH:59][cH:60][cH:61][cH:62]1)[CH:63]=[CH:64][c:65]1[cH:66][cH:67][cH:68][cH:69][cH:70]1.[O:71]=[C:72]([CH:73]=[CH:74][c:75]1[cH:76][cH:77][cH:78][cH:79][cH:80]1)[CH:81]=[CH:82][c:83]1[cH:84][cH:85][cH:86][cH:87][cH:88]1.[O:89]=[C:90]([CH:91]=[CH:92][c:93]1[cH:94][cH:95][cH:96][cH:97][cH:98]1)[CH:99]=[CH:100][c:101]1[cH:102][cH:103][cH:104][cH:105][cH:106]1.[Pd:51].[Pd:52].[o:29]1[cH:30][c:31]([B:34]([OH:35])[OH:36])[cH:32][cH:33]1>>[c:2]1(-[c:31]2[cH:30][o:29][cH:33][cH:32]2)[cH:3][c:4]2[c:9]([cH:10][cH:11]1)[C:8](=[O:12])[NH:7][C:6](=[O:13])[C:5]2=[CH:14][NH:15][c:16]1[cH:17][n:18][c:19]([N:22]2[CH2:23][CH2:24][N:25]([CH3:28])[CH2:26][CH2:27]2)[n:20][cH:21]1.